describe an organic reaction: reactants, conditions, products, and yield From a dataset of the Open Reaction Database (ORD), a public repository of structured organic reaction records. The reactants are CC=1NC(=C(C(C1C(=O)OC)C1=C(C=CC=C1)COC(C)=O)C(=O)OC)C (Dimethyl 2,6-dimethyl-4-(2-acetoxymethylphenyl)-1, 4-dihydropyridine-3,5-dicarboxylate), CO (methanol), C([O-])([O-])=O.[K+].[K+] (potassium carbonate). The solvent is CCOCC (ether). Run at time 5 hour. Yields the product CC=1NC(=C(C(C1C(=O)OC)C1=C(C=CC=C1)CO)C(=O)OC)C (Dimethyl 2,6-dimethyl-4-(2-hydroxymethylphenyl)-1,4-dihydropyridine- 3,5-dicarboxylate). RXN SMILES: [CH3:1][C:2]1[NH:3][C:4]([CH3:27])=[C:5]([C:23]([O:25][CH3:26])=[O:24])[CH:6]([C:12]2[CH:17]=[CH:16][CH:15]=[CH:14][C:13]=2[CH2:18][O:19]C(=O)C)[C:7]=1[C:8]([O:10][CH3:11])=[O:9].CO.C(=O)([O-])[O-].[K+].[K+]>CCOCC>[CH3:1][C:2]1[NH:3][C:4]([CH3:27])=[C:5]([C:23]([O:25][CH3:26])=[O:24])[CH:6]([C:12]2[CH:17]=[CH:16][CH:15]=[CH:14][C:13]=2[CH2:18][OH:19])[C:7]=1[C:8]([O:10][CH3:11])=[O:9] |f:2.3.4|. Procedure: To a 100 ml round bottomed flask with a magnetic stirring bar was added the compound (1d) (1.27 g, 3.40 mmol) methanol (50 ml), and powdered anhydrous potassium carbonate (14 mg, 1 mmol). The mixture was stirred for 5 hours at room temperature. The reaction mixture was then diluted with ether (200 ml) and was washed with water (2×75 ml) and brine (1×100 ml). Drying (MgSO4), filtration and removal of the solvent in vacuo. Recrystallization of the residue from boiling ethyl acetate-hexanes gave th... The reactants are C(N)(=N)C1=CC=C(OCCCN2C(C(N(CC2)C(CC(=O)O)C=2C=NC=CC2)=O)=O)C=C1 ((-)-3-[4-[3-(4-amidinophenoxy)propyl]-2,3-dioxopiperazin-1-yl]-3-(pyridin-3-yl)propionic acid). Solvent: O (water). Run at time 8 hour. Yields the product O.O.O.C(N)(=N)C1=CC=C(OCCCN2C(C(N(CC2)C(CC(=O)O)C=2C=NC=CC2)=O)=O)C=C1 ((-)-3-[4-[3-(4-amidinophenoxy) propyl]-2,3-dioxopiperazin-1-yl]-3-(pyridin-3-yl) propionic acid trihydrate). The yield is 296.4%. As a reaction SMILES: [C:1]([C:4]1[CH:32]=[CH:31][C:7]([O:8][CH2:9][CH2:10][CH2:11][N:12]2[CH2:17][CH2:16][N:15]([CH:18]([C:23]3[CH:24]=[N:25][CH:26]=[CH:27][CH:28]=3)[CH2:19][C:20]([OH:22])=[O:21])[C:14](=[O:29])[C:13]2=[O:30])=[CH:6][CH:5]=1)(=[NH:3])[NH2:2]>O>[OH2:8].[OH2:8].[OH2:8].[C:1]([C:4]1[CH:5]=[CH:6][C:7]([O:8][CH2:9][CH2:10][CH2:11][N:12]2[CH2:17][CH2:16][N:15]([CH:18]([C:23]3[CH:24]=[N:25][CH:26]=[CH:27][CH:28]=3)[CH2:19][C:20]([OH:22])=[O:21])[C:14](=[O:29])[C:13]2=[O:30])=[CH:31][CH:32]=1)(=[NH:2])[NH2:3] |f:2.3.4.5|. Reported procedure: In 20 ml of water was suspended 3.1 g of the (-)-3-[4-[3-(4-amidinophenoxy)propyl]-2,3-dioxopiperazin-1-yl]-3-(pyridin-3-yl)propionic acid obtained in Example 57, and the suspension was heated to obtain a homogeneous solution. This solution was allowed to stand overnight at room temperature, after which the crystals precipitated were collected by filtration, washed with 3 ml of water, and then dried at room temperature to obtain 2.58 g of (-)-3-[4-[3-(4-amidinophenoxy) propyl]-2,3-dioxopiperazin... The reactants are Cl.C1(CC1)C=1C=C(C(=NC1)N1CCNCC1)C (1-(5-Cyclopropyl-3-methylpyridin-2-yl)piperazine hydrochloride), [OH-].[Na+] (sodium hydroxide). Solvent: C(C)(=O)OCC (ethyl acetate). The product is C1(CC1)C=1C=C(C(=NC1)N1CCNCC1)C (1-(5-cyclopropyl-3-methylpyridin-2-yl)piperazine). RXN SMILES: Cl.[CH:2]1([C:5]2[CH:6]=[C:7]([CH3:17])[C:8]([N:11]3[CH2:16][CH2:15][NH:14][CH2:13][CH2:12]3)=[N:9][CH:10]=2)[CH2:4][CH2:3]1.[OH-].[Na+]>C(OCC)(=O)C>[CH:2]1([C:5]2[CH:6]=[C:7]([CH3:17])[C:8]([N:11]3[CH2:12][CH2:13][NH:14][CH2:15][CH2:16]3)=[N:9][CH:10]=2)[CH2:4][CH2:3]1 |f:0.1,2.3|. Procedure: 1-(5-Cyclopropyl-3-methylpyridin-2-yl)piperazine hydrochloride described in Preparation Example 82 was suspended in ethyl acetate (50 mL), 1N aqueous sodium hydroxide solution (10 mL) was added under cooling, and the mixture was stirred. To the reaction mixture were added under cooling sodium chloride and water, and the mixture was extracted twice with ethyl acetate. The organic layer was dried over sodium sulfate, and the solvent was evaporated to give the title compound (1.43 g). The reactants are BrCc1cccc(Br)c1, CN(C)C=O, OC1CCNCC1. Yields the product OC1CCN(Cc2cccc(Br)c2)CC1. As a reaction SMILES: [Br:8][c:9]1[cH:10][c:11]([CH2:12][Br:13])[cH:14][cH:15][cH:16]1.[CH3:17][N:18]([CH3:19])[CH:20]=[O:21].[OH:1][CH:2]1[CH2:3][CH2:4][NH:5][CH2:6][CH2:7]1>>[OH:1][CH:2]1[CH2:3][CH2:4][N:5]([CH2:12][c:11]2[cH:10][c:9]([Br:8])[cH:16][cH:15][cH:14]2)[CH2:6][CH2:7]1.